From a dataset of the Open Reaction Database (ORD), a public repository of structured organic reaction records. describe an organic reaction: reactants, conditions, products, and yield Starting materials: CC(C)C1=C(C(=CC=C1)C(C)C)CC(=O)C=1C(=C(C(=CC1)C(C)C)OS(N)(=O)=O)C(C)C (Sulfamic acid[[2,6-bis(1-methylethyl)phenyl]-acetyl]-2,6-bis(1-methylethyl)phenyl ester), S(N)(OC1=C(C=CC=C1C(C)C)C(C)C)(=O)=O (2,6-diisoproplyphenyl sulfamate), S(N)(OC1=C(C=C(C=C1C(C)C)C(C)C)C(C)C)(=O)=O (2,4,6-triisoproplyphenyl sulfamate). Product: CC(C)C1=C(C(=CC=C1)C(C)C)CC(=O)C=1C(=C(C(=CC1C(C)C)C(C)C)OS(N)(=O)=O)C(C)C (sulfamic acid[[2,6-bis(1-methylethyl)-phenyl]acetyl]-2,4,6-tris(1-methylethyl)phenyl ester). As a reaction SMILES: [CH3:1][CH:2]([C:4]1[CH:9]=[CH:8][CH:7]=[C:6]([CH:10]([CH3:12])[CH3:11])[C:5]=1[CH2:13][C:14]([C:16]1[C:17]([CH:30]([CH3:32])[CH3:31])=[C:18]([O:25][S:26](=[O:29])(=[O:28])[NH2:27])[C:19]([CH:22]([CH3:24])[CH3:23])=[CH:20][CH:21]=1)=[O:15])[CH3:3].S(=O)(=O)(O[C:36]1[C:41](C(C)C)=CC=C[C:37]=1C(C)C)N.S(=O)(=O)(OC1C(C(C)C)=CC(C(C)C)=CC=1C(C)C)N>>[CH3:3][CH:2]([C:4]1[CH:9]=[CH:8][CH:7]=[C:6]([CH:10]([CH3:11])[CH3:12])[C:5]=1[CH2:13][C:14]([C:16]1[C:17]([CH:30]([CH3:32])[CH3:31])=[C:18]([O:25][S:26](=[O:28])(=[O:29])[NH2:27])[C:19]([CH:22]([CH3:23])[CH3:24])=[CH:20][C:21]=1[CH:36]([CH3:41])[CH3:37])=[O:15])[CH3:1]. Procedure details: This compound was prepared in the same manner as for the title compound of Example 1, except that 2,6-diisoproplyphenyl sulfamate was replaced with 2,4,6-triisoproplyphenyl sulfamate, mp 152°-155° C. Starting materials: CC(C)(C)OC(=O)NCCBr, O=C([O-])[O-], CN(C)C=O, [Cs+], [Cs+], COC(=O)c1cccc(O)c1. Product: COC(=O)c1cccc(OCCNC(=O)OC(C)(C)C)c1. Reaction SMILES: [Br:1][CH2:2][CH2:3][NH:4][C:5]([O:6][C:7]([CH3:8])([CH3:9])[CH3:10])=[O:11].[C:23](=[O:24])([O-:25])[O-:26].[CH3:29][N:30]([CH3:31])[CH:32]=[O:33].[Cs+:27].[Cs+:28].[OH:12][c:13]1[cH:14][c:15]([C:16](=[O:17])[O:18][CH3:19])[cH:20][cH:21][cH:22]1>>[CH2:2]([CH2:3][NH:4][C:5]([O:6][C:7]([CH3:8])([CH3:9])[CH3:10])=[O:11])[O:12][c:13]1[cH:14][c:15]([C:16](=[O:17])[O:18][CH3:19])[cH:20][cH:21][cH:22]1. The reactants are COC(=O)c1ccc(OC(CC(C)C)c2ccc(-n3cnc(C(F)(F)F)c3)cc2)cc1, CO, Cl, [Na+], [OH-], O. The product is CC(C)CC(Oc1ccc(C(=O)O)cc1)c1ccc(-n2cnc(C(F)(F)F)c2)cc1. Reaction SMILES: [CH3:1][CH:2]([CH2:3][CH:4]([O:5][c:6]1[cH:7][cH:8][c:9]([C:10](=[O:11])[O:12][CH3:13])[cH:14][cH:15]1)[c:16]1[cH:17][cH:18][c:19](-[n:22]2[cH:23][n:24][c:25]([C:27]([F:28])([F:29])[F:30])[cH:26]2)[cH:20][cH:21]1)[CH3:31].[CH3:35][OH:36].[ClH:34].[Na+:33].[OH-:32].[OH2:37]>>[CH3:1][CH:2]([CH2:3][CH:4]([O:5][c:6]1[cH:7][cH:8][c:9]([C:10](=[O:11])[OH:12])[cH:14][cH:15]1)[c:16]1[cH:17][cH:18][c:19](-[n:22]2[cH:23][n:24][c:25]([C:27]([F:28])([F:29])[F:30])[cH:26]2)[cH:20][cH:21]1)[CH3:31]. Starting materials: CCS(=O)(=O)CCCl, Cc1ccccc1, CN. Yields the product CCS(=O)(=O)CCNC. Reaction SMILES: [CH2:3]([CH3:4])[S:5](=[O:6])(=[O:7])[CH2:8][CH2:9][Cl:10].[CH3:11][c:12]1[cH:13][cH:14][cH:15][cH:16][cH:17]1.[CH3:1][NH2:2]>>[CH3:1][NH:2][CH2:9][CH2:8][S:5]([CH2:3][CH3:4])(=[O:6])=[O:7]. The reactants are CN(C=C(C#N)SC)C (3-dimethylamino-2-methylthioacrylonitrile), N(N)CCO (2-hydrazinoethanol), Cl (hydrochloric acid). Solvent: C(C)O (ethanol). Product: OCCN1N=CC(=C1N)SC (1-(2-hydroxyethyl)-4-methylthio-5-aminopyrazole). Yield: 39.4%. RXN SMILES: C[N:2](C)[CH:3]=[C:4]([S:7][CH3:8])[C:5]#N.[NH:10]([CH2:12][CH2:13][OH:14])[NH2:11].Cl>C(O)C>[OH:14][CH2:13][CH2:12][N:10]1[C:3]([NH2:2])=[C:4]([S:7][CH3:8])[CH:5]=[N:11]1. Reported procedure: To a mixture of 3-dimethylamino-2-methylthioacrylonitrile (5 g) and 2-hydrazinoethanol (2.68 g) in ethanol (50 ml) was added conc. hydrochloric acid (2.93 ml) under ice-cooling. The mixture was refluxed for 3 hours. The reaction mixture was evaporated to remove the solvent. The residue was adjusted to pH 7 with a saturated aqueous solution of sodium bicarbonate and extracted with a mixture of tetrahydrofuran and ethyl acetate. The organic layer was dried over magnesium sulfate. The solvent was r... Starting materials: Cl (hydrogen chloride), CN(C)CC1=CC=C(O1)CSCCNC(=C[N+](=O)[O-])NC (N-[2-[[[5-(Dimethylamino)methyl-2-furanyl]methyl]thio]ethyl]-N'-methyl-2-nitro-1,1-ethenediamine), C1(=CC=CC=C1)C (Toluene). Solvent: C(C)(C)O (isopropanol). Reaction conditions: time 1 hour. Yields the product CNC(=C[N+](=O)[O-])NCCSCC1=CC=C(O1)CN(C)C.Cl (ranitidine hydrochloride). RXN SMILES: [CH3:1][N:2]([CH2:4][C:5]1[O:9][C:8]([CH2:10][S:11][CH2:12][CH2:13][NH:14][C:15]([NH:20][CH3:21])=[CH:16][N+:17]([O-:19])=[O:18])=[CH:7][CH:6]=1)[CH3:3].[ClH:22].C1(C)C=CC=CC=1>C(O)(C)C>[CH3:21][NH:20][C:15]([NH:14][CH2:13][CH2:12][S:11][CH2:10][C:8]1[O:9][C:5]([CH2:4][N:2]([CH3:1])[CH3:3])=[CH:6][CH:7]=1)=[CH:16][N+:17]([O-:19])=[O:18].[ClH:22] |f:4.5|. Procedure: N-[2-[[[5-(Dimethylamino)methyl-2-furanyl]methyl]thio]ethyl]-N'-methyl-2-nitro-1,1-ethenediamine (5 g) was dissolved in isopropanol (40 ml) containing molar equivalent of hydrogen chloride. Toluene (20 ml) was added slowly to the solution. It was further stirred for 1 hr. Form 1 ranitidine hydrochloride crystallized during this period. The product was filtered off, washed with toluene (20 ml) and was dried at 45° C. under vacuum to give Form 1 ranitidine hydrochloride (5.08 g), m.p. 137°-138° C.... Reactants: CO, [H][H], CC(C)CC(CC(=O)N1CCCCC1)C(=O)OCc1ccccc1. The product is CC(C)CC(CC(=O)N1CCCCC1)C(=O)O. RXN SMILES: [CH3:27][OH:28].[H:25][H:26].[N:1]1([C:7](=[O:8])[CH2:9][CH:10]([C:11](=[O:12])[O:13][CH2:14][c:15]2[cH:16][cH:17][cH:18][cH:19][cH:20]2)[CH2:21][CH:22]([CH3:23])[CH3:24])[CH2:2][CH2:3][CH2:4][CH2:5][CH2:6]1>>[N:1]1([C:7](=[O:8])[CH2:9][CH:10]([C:11](=[O:12])[OH:13])[CH2:21][CH:22]([CH3:23])[CH3:24])[CH2:2][CH2:3][CH2:4][CH2:5][CH2:6]1. Starting materials: BrC=1C=C(C=C(C1)Cl)OC=1C(=C(C=CC1Cl)CNC(=O)C1=C(N=CN1COCC[Si](C)(C)C)Cl)F (N-({3-[(3-bromo-5-chlorophenyl)oxy]-4-chloro-2-fluorophenyl}methyl)-4-chloro-1-({[2-(trimethylsilyl)ethyl]oxy}methyl)-1H-imidazole-5-carboxamide), C(=O)(C(F)(F)F)O (TFA). The solvent is C(Cl)Cl (DCM). Conditions: time 3 hour. The product is BrC=1C=C(C=C(C1)Cl)OC=1C(=C(C=CC1Cl)CNC(=O)C1=C(N=CN1)Cl)F (N-({3-[(3-bromo-5-chlorophenyl)oxy]-4-chloro-2-fluorophenyl}methyl)-4-chloro-1H-imidazole-5-carboxamide). Yield: 82.3%. Reaction SMILES: [Br:1][C:2]1[CH:3]=[C:4]([O:9][C:10]2[C:11]([F:35])=[C:12]([CH2:17][NH:18][C:19]([C:21]3[N:25](COCC[Si](C)(C)C)[CH:24]=[N:23][C:22]=3[Cl:34])=[O:20])[CH:13]=[CH:14][C:15]=2[Cl:16])[CH:5]=[C:6]([Cl:8])[CH:7]=1.C(O)(C(F)(F)F)=O>C(Cl)Cl>[Br:1][C:2]1[CH:3]=[C:4]([O:9][C:10]2[C:11]([F:35])=[C:12]([CH2:17][NH:18][C:19]([C:21]3[NH:25][CH:24]=[N:23][C:22]=3[Cl:34])=[O:20])[CH:13]=[CH:14][C:15]=2[Cl:16])[CH:5]=[C:6]([Cl:8])[CH:7]=1. Reported procedure: To a solution of N-({3-[(3-bromo-5-chlorophenyl)oxy]-4-chloro-2-fluorophenyl}methyl)-4-chloro-1-({[2-(trimethylsilyl)ethyl]oxy}methyl)-1H-imidazole-5-carboxamide (120 mg, 0.192 mmol) in DCM (5 ml) was added TFA (1.0 mL) and the mixture was stirred at room temperature for 3 hours. The solvent was removed and the crude material was purified via reverse phase HPLC to give N-({3-[(3-bromo-5-chlorophenyl)oxy]-4-chloro-2-fluorophenyl}methyl)-4-chloro-1H-imidazole-5-carboxamide (78 mg, 0.158 mmol, 82% ... Reactants: FC=1C=C(C=CC1O)NC(CC(=O)NC1=CC=C(C=C1)F)=O (N1-(3-Fluoro-4-hydroxyphenyl)-N3-(4-fluorophenyl)malonamide), N1=CC=C(C=C1)B(O)O (pyridin-4-ylboronic acid), N1=CC=CC=C1 (pyridine). Reagents/catalysts: C(C)(=O)[O-].[Cu+2].C(C)(=O)[O-] (copper(II) acetate). Solvent: C(Cl)Cl (methylene chloride). Conditions: temperature 120 celsius, time 5 hour. The product is FC=1C=C(C=CC1OC1=CC=NC=C1)NC(CC(=O)NC1=CC=C(C=C1)F)=O (N1-(3-Fluoro-4-(pyridin-4-yloxy)phenyl)-N3-(4-fluorophenyl)malonamide). The yield is 20.9%. Reaction SMILES: [F:1][C:2]1[CH:3]=[C:4]([NH:9][C:10](=[O:22])[CH2:11][C:12]([NH:14][C:15]2[CH:20]=[CH:19][C:18]([F:21])=[CH:17][CH:16]=2)=[O:13])[CH:5]=[CH:6][C:7]=1[OH:8].[N:23]1[CH:28]=[CH:27][C:26](B(O)O)=[CH:25][CH:24]=1.N1C=CC=CC=1>C([O-])(=O)C.[Cu+2].C([O-])(=O)C.C(Cl)Cl>[F:1][C:2]1[CH:3]=[C:4]([NH:9][C:10](=[O:22])[CH2:11][C:12]([NH:14][C:15]2[CH:20]=[CH:19][C:18]([F:21])=[CH:17][CH:16]=2)=[O:13])[CH:5]=[CH:6][C:7]=1[O:8][C:26]1[CH:27]=[CH:28][N:23]=[CH:24][CH:25]=1 |f:3.4.5|. Procedure details: N1-(3-Fluoro-4-hydroxyphenyl)-N3-(4-fluorophenyl)malonamide (31 mg, 0.10 mmol), copper(II) acetate (27 mg, 0.15 mmol), pyridin-4-ylboronic acid (25 mg, 0.20 mmol), and pyridine (16 μL, 0.20 mmol) were placed in a pressure tube in that order. The tube was charged with methylene chloride (0.5 mL) and sealed. The reaction was stirred at 120° C. for 5 h. The reaction mixture was filtered through silica gel using 5% methanol/ethyl acetate. After concentration, the crude product was purified by prep H...